This data is from the Open Reaction Database (ORD), a public repository of structured organic reaction records. The task is: describe an organic reaction: reactants, conditions, products, and yield Starting materials: Cl.N1C[C@@H](CC1)NC(=O)C1=CNC2=C1N=CN=C2C2=C(C=C(C(=C2)OC)F)OCC2CC2 (4-(2-Cyclopropylmethoxy-4-fluoro-5-methoxy-phenyl)-5H-pyrrolo[3,2-d]pyrimidine-7-carboxylic acid (R)-pyrrolidin-3-ylamide hydrochloride), C(CC)(=O)Cl (propionyl chloride). The product is C(CC)(=O)N1C[C@@H](CC1)NC(=O)C1=CNC2=C1N=CN=C2C2=C(C=C(C(=C2)OC)F)OCC2CC2 (4-(2-Cyclopropylmethoxy-4-fluoro-5-methoxy-phenyl)-5H-pyrrolo[3,2-d]pyrimidine-7-carboxylic acid ((R)-1-propionyl-pyrrolidin-3-yl)-amide). RXN SMILES: Cl.[NH:2]1[CH2:6][CH2:5][C@@H:4]([NH:7][C:8]([C:10]2[C:14]3[N:15]=[CH:16][N:17]=[C:18]([C:19]4[CH:24]=[C:23]([O:25][CH3:26])[C:22]([F:27])=[CH:21][C:20]=4[O:28][CH2:29][CH:30]4[CH2:32][CH2:31]4)[C:13]=3[NH:12][CH:11]=2)=[O:9])[CH2:3]1.[C:33](Cl)(=[O:36])[CH2:34][CH3:35]>>[C:33]([N:2]1[CH2:6][CH2:5][C@@H:4]([NH:7][C:8]([C:10]2[C:14]3[N:15]=[CH:16][N:17]=[C:18]([C:19]4[CH:24]=[C:23]([O:25][CH3:26])[C:22]([F:27])=[CH:21][C:20]=4[O:28][CH2:29][CH:30]4[CH2:31][CH2:32]4)[C:13]=3[NH:12][CH:11]=2)=[O:9])[CH2:3]1)(=[O:36])[CH2:34][CH3:35] |f:0.1|. Procedure: Starting from 4-(2-Cyclopropylmethoxy-4-fluoro-5-methoxy-phenyl)-5H-pyrrolo[3,2-d]pyrimidine-7-carboxylic acid (R)-pyrrolidin-3-ylamide hydrochloride (example A165) and propionyl chloride the title compound is obtained as colorless solid. Starting materials: ClC(C(=O)C1=CN=C2N1C(=CC=C2)CN(CCCCNC(C(C(F)(F)F)(F)F)=O)C(=O)OC(C)(C)C)(Cl)Cl (3-trichloro acetyl-5-(N-tert-butoxycarbonyl-N-(4-pentafluoropropion amidobutan-1-yl)aminomethyl]imidazo[1,2-a]pyridine), Cl (hydrochloric acid). Run in C(C)O (ethanol). Reaction conditions: time 1 hour. Yields the product FC(C(=O)NCCCCN1C(C2=CN=C3C=CC=C(C1)N32)=O)(C(F)(F)F)F (4,5-dihydro-4-(4-pentafluoropropion amidobutan-1-yl)-3H-1,4,8b-triazaacenaphthylen-3-one). Isolated yield 65.9%. Reaction SMILES: ClC(Cl)(Cl)C([C:5]1[N:9]2[C:10]([CH2:14][N:15]([C:30]([O:32]C(C)(C)C)=O)[CH2:16][CH2:17][CH2:18][CH2:19][NH:20][C:21](=[O:29])[C:22]([F:28])([F:27])[C:23]([F:26])([F:25])[F:24])=[CH:11][CH:12]=[CH:13][C:8]2=[N:7][CH:6]=1)=O.Cl>C(O)C>[F:28][C:22]([F:27])([C:23]([F:26])([F:24])[F:25])[C:21]([NH:20][CH2:19][CH2:18][CH2:17][CH2:16][N:15]1[CH2:14][C:10]2[N:9]3[C:5](=[CH:6][N:7]=[C:8]3[CH:13]=[CH:12][CH:11]=2)[C:30]1=[O:32])=[O:29]. Procedure details: To a solution of 5.00 g (8.2 mmol) of 3-trichloro acetyl-5-(N-tert-butoxycarbonyl-N-(4-pentafluoropropion amidobutan-1-yl)aminomethyl]imidazo[1,2-a]pyridine in 100 ml of ethanol was added 3.4 ml (41.0 mmol) of 12N hydrochloric acid. The mixture was stirred for one hour at room temperature. The solvent and an excess volume of hydrochloric acid were distilled off under reduced pressure. The residue was dissolved in a mixture of 50 ml of purified water and 50 ml of ethanol. The solution was neutral...